From a dataset of the Open Reaction Database (ORD), a public repository of structured organic reaction records. describe an organic reaction: reactants, conditions, products, and yield Reactants: [Br-], Cc1cn(C2([SiH](C)C)CC(OC(C)(C)C)C(C(O)C=O)O2)c(=O)[nH]c1=O, CS(C)=O, C[P+](c1ccccc1)(c1ccccc1)c1ccccc1, CCOC(C)=O, [H-], [Na+]. Yields the product C=CC1OC(n2cc(C)c(=O)[nH]c2=O)([SiH](C)C)CC1OC(C)(C)C. Reaction SMILES: [Br-:33].[C:3]([CH3:4])([CH3:5])([CH3:6])[O:7][CH:8]1[CH2:9][C:10]([n:17]2[c:18](=[O:19])[nH:20][c:21](=[O:22])[c:23]([CH3:24])[cH:25]2)([SiH:26]([CH3:27])[CH3:28])[O:11][CH:12]1[CH:13]([CH:15]=[O:14])[OH:16].[CH3:29][S:30]([CH3:31])=[O:32].[CH3:34][P+:35]([c:36]1[cH:37][cH:38][cH:39][cH:40][cH:41]1)([c:42]1[cH:43][cH:44][cH:45][cH:46][cH:47]1)[c:48]1[cH:49][cH:50][cH:51][cH:52][cH:53]1.[CH3:54][CH2:55][O:56][C:57](=[O:58])[CH3:59].[H-:1].[Na+:2]>>[C:3]([CH3:4])([CH3:5])([CH3:6])[O:7][CH:8]1[CH2:9][C:10]([n:17]2[c:18](=[O:19])[nH:20][c:21](=[O:22])[c:23]([CH3:24])[cH:25]2)([SiH:26]([CH3:27])[CH3:28])[O:11][CH:12]1[CH:13]=[CH2:15]. Reactants: Cl (hydrochloric acid), C(C1=CC=CC=C1)OC1=NN(C=C1CC#N)C (3-benzyloxy-1-methyl-1H-pyrazol-4-ylacetonitrile), [OH-].[Na+] (sodium hydroxide), O1CCCC1 (tetrahydrofuran). Run in C(C)O (ethanol). Reaction conditions: time 8 hour. Yields the product C(C1=CC=CC=C1)OC1=NN(C=C1CC(=O)OC)C (methyl 3-benzyloxy-1-methyl-1H-pyrazol-4-ylacetate). The yield is 88.0%. As a reaction SMILES: [CH2:1]([O:8][C:9]1[C:13]([CH2:14][C:15]#N)=[CH:12][N:11]([CH3:17])[N:10]=1)[C:2]1[CH:7]=[CH:6][CH:5]=[CH:4][CH:3]=1.[OH-:18].[Na+].[O:20]1[CH2:24]CCC1.Cl>C(O)C>[CH2:1]([O:8][C:9]1[C:13]([CH2:14][C:15]([O:20][CH3:24])=[O:18])=[CH:12][N:11]([CH3:17])[N:10]=1)[C:2]1[CH:7]=[CH:6][CH:5]=[CH:4][CH:3]=1 |f:1.2|. Procedure: A mixture of 3-benzyloxy-1-methyl-1H-pyrazol-4-ylacetonitrile (12.0 g), 4N aqueous sodium hydroxide solution (100 ml), tetrahydrofuran (100 ml) and ethanol (100 ml) was refluxed for 21 hrs. After cooling, the mixture was neutralized with dilute hydrochloric acid and extracted with ethyl acetate. The ethyl acetate layer was washed with saturated brine, dried (MgSO4) and concentrated. A mixture of the residue, methyl iodide (4.95 ml), potassium carbonate (14.7 g) and N,N-dimethylformamide (100 ml)...